This data is from the Open Reaction Database (ORD), a public repository of structured organic reaction records. The task is: describe an organic reaction: reactants, conditions, products, and yield Yields the product IC1=CNC2=CC=C(C=C12)C(=O)OC (methyl 3-iodo-1H-indole-5-carboxylate). Procedure details: A brown solution of I2 (3.98 g, 15.70 mmol) in DMF (4.0 mL) was added dropwise over 5 min to a yellow-brown suspension of methyl 1H-indole-5-carboxylate (Aldrich, St. Louis, Mo.; 2.5 g, 14.27 mmol) and potassium carbonate (3.96 g, 28.7 mmol) in DMF (14.0 mL), and the resulting mixture was stirred at 25° C. for 16 h. The mixture was added to a mixture of ice (10 g), H2O (200 mL), and sodium bisulfite (2.228 g, 21.41 mmol). The resulting mixture was extracted with DCM (2×200 mL), and the combined ... RXN SMILES: [I:1]I.[NH:3]1[C:11]2[C:6](=[CH:7][C:8]([C:12]([O:14][CH3:15])=[O:13])=[CH:9][CH:10]=2)[CH:5]=[CH:4]1.C(=O)([O-])[O-].[K+].[K+].S(=O)(O)[O-].[Na+]>CN(C=O)C.O>[I:1][C:5]1[C:6]2[C:11](=[CH:10][CH:9]=[C:8]([C:12]([O:14][CH3:15])=[O:13])[CH:7]=2)[NH:3][CH:4]=1 |f:2.3.4,5.6|. The reactants are ice, S([O-])(O)=O.[Na+] (sodium bisulfite), II (I2), N1C=CC2=CC(=CC=C12)C(=O)OC (methyl 1H-indole-5-carboxylate), C([O-])([O-])=O.[K+].[K+] (potassium carbonate). Reaction conditions: temperature 25 celsius, time 16 hour. Solvent: O (H2O), CN(C)C=O (DMF), CN(C)C=O (DMF). Yield: 90.0%. The reactants are CC12CC3(CC(CC(C1)(C3)C(=O)OCC)(C2)C(=O)OCC)C (diethyl 1,3-dimethyladamantane-5,7-dicarboxylate), CCOC(=O)C (AcOEt), OS(=O)(=O)O (H2SO4), [H-].[Al+3].[Li+].[H-].[H-].[H-] (lithium-aluminum hydride), [H-].[H-].[H-].[H-].[Li+].[Al+3] (LiAlH4). The solvent is CCOCC (ether), CCOCC (ether). Conditions: time 2 hour. The product is CC12CC3(CC(CC(C1)(C3)CO)(C2)CO)C (1,3-dimethyl-5,7-bis (hydroxymethyl)-adamantane). Yield: 87.4%. Reaction SMILES: [H-].[Al+3].[Li+].[H-].[H-].[H-].[CH3:7][C:8]12[CH2:22][C:12]3([C:23](OCC)=[O:24])[CH2:13][C:14]([C:17](OCC)=[O:18])([CH2:16][C:10]([CH3:28])([CH2:11]3)[CH2:9]1)[CH2:15]2.CCOC(C)=O.OS(O)(=O)=O>CCOCC>[CH3:28][C:10]12[CH2:16][C:14]3([CH2:17][OH:18])[CH2:13][C:12]([CH2:23][OH:24])([CH2:22][C:8]([CH3:7])([CH2:15]3)[CH2:9]1)[CH2:11]2 |f:0.1.2.3.4.5|. Procedure: Six grams of lithium-aluminum hydride (0.158 mole) was stirred with 200 ml of absolute ether and to this was added dropwise 24.15 g (0.078 mole) of diethyl 1,3-dimethyladamantane-5,7-dicarboxylate in 50 ml of absolute ether at a rate such as to maintain gentle refluxing of the solvent. Refluxing was continued for two hours. Then the excess LiAlH4 was decomposed with moist AcOEt. The reaction mixture was acidified with 20% H2SO4 which gave, by crystallization, 15.3 g of 1,3-dimethyl-5,7-bis (hydr... The reactants are C(C1=CC=CC=C1)(=O)N1CC(CCC1)C(=O)OCC (ethyl 1-benzoyl-3-piperidinecarboxylate), N1CC(C(=O)OCC)CCC1 (ethyl nipecotate), S1C(=CC=C1)C(=O)Cl (2-thiophenecarbonyl chloride). The product is S1C(=CC=C1)C(=O)N1CC(CCC1)C(=O)OCC (ethyl (2-thiophenecarbonyl)-3-piperidinecarboxylate). RXN SMILES: [C:1]([N:9]1[CH2:14][CH2:13][CH2:12][CH:11]([C:15]([O:17][CH2:18][CH3:19])=[O:16])[CH2:10]1)(=[O:8])[C:2]1C=C[CH:5]=[CH:4][CH:3]=1.N1CCCC(C(OCC)=O)C1.[S:31]1C=CC=C1C(Cl)=O>>[S:31]1[CH:5]=[CH:4][CH:3]=[C:2]1[C:1]([N:9]1[CH2:14][CH2:13][CH2:12][CH:11]([C:15]([O:17][CH2:18][CH3:19])=[O:16])[CH2:10]1)=[O:8]. Procedure details: The reaction was run in the same manner as ethyl 1-benzoyl-3-piperidinecarboxylate, starting with ethyl nipecotate (202.9 mg; 1.29 mmol) and commercially available 2-thiophenecarbonyl chloride (138 μl; 1.29 mmol). The crude product was distilled at 225° C./0.1 torr, giving ethyl (2-thiophenecarbonyl)-3-piperidinecarboxylate (249.8 mg) as a yellow oil. MS m/z (positive ion) 290 (M+Na+; 40), 268 (MH+; 100).